From a dataset of the Open Reaction Database (ORD), a public repository of structured organic reaction records. describe an organic reaction: reactants, conditions, products, and yield Starting materials: CNCC(CC=C)C1C2=C(OCC3=C1C=CC=C3)C=CC=C2 (N-methyl-2-[6,11-dihydro-dibenzo[b,e]oxepin-11-yl]-pent-4-en-1-amine). Reagents/catalysts: [Pd] (palladium on carbon). Run in C(C)O (ethanol). Conditions: time 16 hour. Yields the product CNCC(CCC)C1C2=C(OCC3=C1C=CC=C3)C=CC=C2 (N-methyl-2-[6,11-dihydro-dibenzo[b,e]oxepin-11-yl]-pentanamine). Yield: 70.0%. As a reaction SMILES: [CH3:1][NH:2][CH2:3][CH:4]([CH:8]1[C:14]2[CH:15]=[CH:16][CH:17]=[CH:18][C:13]=2[CH2:12][O:11][C:10]2[CH:19]=[CH:20][CH:21]=[CH:22][C:9]1=2)[CH2:5][CH:6]=[CH2:7]>C(O)C.[Pd]>[CH3:1][NH:2][CH2:3][CH:4]([CH:8]1[C:14]2[CH:15]=[CH:16][CH:17]=[CH:18][C:13]=2[CH2:12][O:11][C:10]2[CH:19]=[CH:20][CH:21]=[CH:22][C:9]1=2)[CH2:5][CH2:6][CH3:7]. Procedure details: Dissolved N-methyl-2-[6,11-dihydro-dibenzo[b,e]oxepin-11-yl]-pent-4-en-1-amine (0.50 g, 2.08 mmol) in 15 mL of absolute ethanol. Added 10 mg of 10% palladium on carbon catalyst, and stirred under atmospheric hydrogen balloon for 16 hours. Filtered through Celite, and washed with ethanol. Evaporated filtrate. Purified crude product by flash chromatography on silica gel eluting with 5% MeOH--CH2Cl2. Combined appropriate fractions, and evaporated to give 0.43 g (86% yield) of N-methyl-2-[6,11-dihyd... Starting materials: OS(=O)(=O)O (H2SO4), [N+](=O)([O-])C1=C(C=CC=C1)C#CCCO (4-(o-nitrophenyl)-3-butyne-1-ol), OS(=O)(=O)O (H2SO4). Run in O (water), O1CCCC1 (tetrahydrofuran). Run at temperature 60 celsius, time 3 hour. Yields the product [N+](=O)([O-])C1=C(C=CC=C1)C(CCCO)=O (1-(o-nitrophenyl)-4-hydroxy-1-butanone). Yield: 37.0%. As a reaction SMILES: [N+:1]([C:4]1[CH:9]=[CH:8][CH:7]=[CH:6][C:5]=1[C:10]#[C:11][CH2:12][CH2:13][OH:14])([O-:3])=[O:2].[OH:15]S(O)(=O)=O>O1CCCC1.O>[N+:1]([C:4]1[CH:9]=[CH:8][CH:7]=[CH:6][C:5]=1[C:10](=[O:15])[CH2:11][CH2:12][CH2:13][OH:14])([O-:3])=[O:2]. Procedure: A mixture of HgO (0.21 g, 1.0 mmol) in 50 ml of 0.12N H2SO4 is heated to 60° C., treated dropwise with a solution of 4-(o-nitrophenyl)-3-butyne-1-ol (3.70 g, 19.4 mmol) in 25 ml of tetrahydrofuran over a 10 minute period, held at 60° C. for 3 hours, treated with additional HgO (0.84 g, 3.9 mmol) suspended in 25 ml of 0.12N H2SO4, held at 60° C. for 4 hours, cooled to room temperature and diluted with water. The resultant aqueous mixture is extracted with ether. The extracts are combined, washed ... The reactants are N1(CCC1)CCN1C(=NC(=C1)C1=CC(=NC=C1)C(C)C)C1CCNCC1 (4-[1-(2-azetidin-1-yl-ethyl)-2-piperidin-4-yl-1H -imidazol-4-yl]-2-isopropyl-pyridine), ClC1=C(C(=NC=N1)N)OCC(F)(F)F (6-chloro-5-(2,2,2-trifluoro-ethoxy)-pyrimidin-4-ylamine). Yields the product N1(CCC1)CCN1C(=NC(=C1)C1=CC(=NC=C1)C(C)C)C1CCN(CC1)C1=C(C(=NC=N1)N)OCC(F)(F)F (6-{4-[1-(2-Azetidin-1-yl-ethyl)-4-(2-isopropyl-pyridin-4-yl)-1H-imidazol-2-yl}-piperidin-1-yl]-5-(2,2,2-trifluoro-ethoxy)-Pyrimidin-4-ylamine). RXN SMILES: [N:1]1([CH2:5][CH2:6][N:7]2[CH:11]=[C:10]([C:12]3[CH:17]=[CH:16][N:15]=[C:14]([CH:18]([CH3:20])[CH3:19])[CH:13]=3)[N:9]=[C:8]2[CH:21]2[CH2:26][CH2:25][NH:24][CH2:23][CH2:22]2)[CH2:4][CH2:3][CH2:2]1.Cl[C:28]1[N:33]=[CH:32][N:31]=[C:30]([NH2:34])[C:29]=1[O:35][CH2:36][C:37]([F:40])([F:39])[F:38]>>[N:1]1([CH2:5][CH2:6][N:7]2[CH:11]=[C:10]([C:12]3[CH:17]=[CH:16][N:15]=[C:14]([CH:18]([CH3:20])[CH3:19])[CH:13]=3)[N:9]=[C:8]2[CH:21]2[CH2:22][CH2:23][N:24]([C:28]3[N:33]=[CH:32][N:31]=[C:30]([NH2:34])[C:29]=3[O:35][CH2:36][C:37]([F:40])([F:39])[F:38])[CH2:25][CH2:26]2)[CH2:4][CH2:3][CH2:2]1. Procedure details: The title compound was prepared according to the procedure described for the preparation of compound “1” by using 4-[1-(2-azetidin-1-yl-ethyl)-2-piperidin-4-yl-1H -imidazol-4-yl]-2-isopropyl-pyridine and 6-chloro-5-(2,2,2-trifluoro-ethoxy)-pyrimidin-4-ylamine as the starting materials. LC-MS (M+H=545, obsd=545).